From a dataset of the Open Reaction Database (ORD), a public repository of structured organic reaction records. describe an organic reaction: reactants, conditions, products, and yield RXN SMILES: [CH2:1]([c:2]1[cH:3][cH:4][cH:5][cH:6][cH:7]1)[O:8][CH2:9][CH:10]1[CH2:11][CH2:12][C:13]2([O:14][CH2:17][CH2:16][O:15]2)[CH2:18][CH2:19]1.[CH2:26]1[O:27][CH2:28][CH2:29][CH2:30]1.[ClH:20].[Na+:25].[O-:21][C:22]([OH:23])=[O:24]>>[CH2:1]([c:2]1[cH:3][cH:4][cH:5][cH:6][cH:7]1)[O:8][CH2:9][CH:10]1[CH2:11][CH2:12][C:13](=[O:14])[CH2:18][CH2:19]1. Reactants: c1ccc(COCC2CCC3(CC2)OCCO3)cc1, C1CCOC1, Cl, [Na+], O=C([O-])O. The product is O=C1CCC(COCc2ccccc2)CC1. Reported procedure: From benzyl alcohol and 6-bromocaproic acid. Yield: 85% (oil). The yield is 85.0%. The product is BrCCCCCC(=O)OCC1=CC=CC=C1 (Benzyl 6-bromohexanoate). As a reaction SMILES: [CH2:1]([OH:8])[C:2]1[CH:7]=[CH:6][CH:5]=[CH:4][CH:3]=1.[Br:9][CH2:10][CH2:11][CH2:12][CH2:13][CH2:14][C:15](O)=[O:16]>>[Br:9][CH2:10][CH2:11][CH2:12][CH2:13][CH2:14][C:15]([O:8][CH2:1][C:2]1[CH:7]=[CH:6][CH:5]=[CH:4][CH:3]=1)=[O:16]. Reactants: C(C1=CC=CC=C1)O (benzyl alcohol), BrCCCCCC(=O)O (6-bromocaproic acid). Starting materials: C1(=CC=CC=C1)C(C1OCC(NC1)=O)OC=1C=NC=CC1 (6-[Phenyl-(pyridin-3-yloxy)-methyl]-morpholin-3-one), CC1=CC=C(C=C1)B(O)O (4-methylphenylboronic acid). The product is C1(=CC=CC=C1)[C@@H]([C@@H]1CNCCO1)OC=1C(=NC=CC1)C1=CC=C(C=C1)C ((S)-2-[(S)-Phenyl-(2-p-tolyl-pyridin-3-yloxy)-methyl]-morpholine), light brown oil. Reaction SMILES: [C:1]1([CH:7]([O:15][C:16]2[CH:17]=[N:18][CH:19]=[CH:20][CH:21]=2)[CH:8]2[CH2:13][NH:12][C:11](=O)[CH2:10][O:9]2)[CH:6]=[CH:5][CH:4]=[CH:3][CH:2]=1.[CH3:22][C:23]1[CH:28]=[CH:27][C:26](B(O)O)=[CH:25][CH:24]=1>>[C:1]1([C@H:7]([O:15][C:16]2[C:17]([C:26]3[CH:27]=[CH:28][C:23]([CH3:22])=[CH:24][CH:25]=3)=[N:18][CH:19]=[CH:20][CH:21]=2)[C@H:8]2[O:9][CH2:10][CH2:11][NH:12][CH2:13]2)[CH:6]=[CH:5][CH:4]=[CH:3][CH:2]=1. Reported procedure: (S)-2-[(S)-Phenyl-(2-p-tolyl-pyridin-3-yloxy)-methyl]-morpholine was synthesized from the corresponding amide (6-[Phenyl-(pyridin-3-yloxy)-methyl]-morpholin-3-one) using General Procedure B (employing 4-methylphenylboronic acid in the coupling step) and gave 0.20 g of light brown oil. Two chromatographies of the reaction product on silica gel (eluent—3:1 ethyl acetate/methanol) gave 0.080 g (35%) of the desired product. 1H NMR (400 MHz, CDCl3) δ8.24 (m, 1H), 7.96 (d, 2H), 7.27 (m, 7H), 7.07 (m, ... Reactants: C(C)(C)C1=C(C=CC=C1)C1=NC2=CC=CC=C2C(=C1)C(=O)NC(=N)N (2-(2'-Isopropylphenyl)quinoline-4-carbonylguanidine), C(C)OCC (ethyl ether), CS(=O)(=O)O (methanesulfonic acid). Product: CS(=O)(=O)O.C(C)(C)C1=C(C=CC=C1)C1=NC2=CC=CC=C2C(=C1)C(=O)NC(=N)N (2-(2'-isopropylphenyl)quinoline-4-carbonylguanidine methanesulfonate). Procedure details: 2-(2'-Isopropylphenyl)quinoline-4-carbonylguanidine (1.1 g) formed in Example 5 was suspended in 25 ml of ethanol, and 7.5 ml (1M) of an ethanol solution of methanesulfonic acid were added thereto dropwise while being cooled with ice. Ten minutes later, ethyl ether was added thereto, and the crystals precipitated were collected by filtration, and dried to obtain 1.10 g of the above-mentioned compound as a white crystal. m.p. 146°-154° C. RXN SMILES: [CH:1]([C:4]1[CH:9]=[CH:8][CH:7]=[CH:6][C:5]=1[C:10]1[CH:19]=[C:18]([C:20]([NH:22][C:23]([NH2:25])=[NH:24])=[O:21])[C:17]2[C:12](=[CH:13][CH:14]=[CH:15][CH:16]=2)[N:11]=1)([CH3:3])[CH3:2].[CH3:26][S:27]([OH:30])(=[O:29])=[O:28].C(OCC)C>C(O)C>[CH3:26][S:27]([OH:30])(=[O:29])=[O:28].[CH:1]([C:4]1[CH:9]=[CH:8][CH:7]=[CH:6][C:5]=1[C:10]1[CH:19]=[C:18]([C:20]([NH:22][C:23]([NH2:25])=[NH:24])=[O:21])[C:17]2[C:12](=[CH:13][CH:14]=[CH:15][CH:16]=2)[N:11]=1)([CH3:3])[CH3:2] |f:4.5|. The solvent is C(C)O (ethanol), C(C)O (ethanol). Reactants: [OH-].[K+] (potassium hydroxide), steel, C(C)(C)C1C(CCC1)=O (2-isopropylcyclopentanone), ClC1=CC=C(C=O)C=C1 (4-chlorobenzaldehyde). Solvent: O (water). Conditions: temperature 120 celsius, time 5 hour. Product: C(C)(C)C1C(C(CC1)=CC1=CC=C(C=C1)Cl)=O (2-isopropyl-5-(4-chlorobenzylidene)-cyclopentanone). The yield is 94.2%. Reaction SMILES: [OH-].[K+].[CH:3]([CH:6]1[CH2:10][CH2:9][CH2:8][C:7]1=[O:11])([CH3:5])[CH3:4].[Cl:12][C:13]1[CH:20]=[CH:19][C:16]([CH:17]=O)=[CH:15][CH:14]=1>O>[CH:3]([CH:6]1[CH2:10][CH2:9][C:8](=[CH:17][C:16]2[CH:19]=[CH:20][C:13]([Cl:12])=[CH:14][CH:15]=2)[C:7]1=[O:11])([CH3:5])[CH3:4] |f:0.1|. Procedure details: A solution of 1.1 g of 85% strength aqueous potassium hydroxide solution and 100 ml of water was charged to a 0.31 stainless-steel autoclave, and then 25.2 g of 2-isopropylcyclopentanone and 28.1 g of 4-chlorobenzaldehyde were added, and the mixture was heated to 120° C. under the intrinsic pressure and subsequently stirred at this temperature (intrinsic pressure 1 bar) for 5 hours. After cooling to room temperature, the suspension was filtered with suction and the product was washed to neutrali...